Dataset: the Open Reaction Database (ORD), a public repository of structured organic reaction records. Task: describe an organic reaction: reactants, conditions, products, and yield Starting materials: C1CCOC1, COC(=O)C1COCCC1N(C)S(=O)(=O)c1ccc(OCc2cc(C)nc3ccccc23)cc1, CO, CCOC(C)=O, Cl, [Li+], [OH-], O. Yields the product Cc1cc(COc2ccc(S(=O)(=O)N(C)C3CCOCC3C(=O)O)cc2)c2ccccc2n1. RXN SMILES: [CH2:38]1[O:39][CH2:40][CH2:41][CH2:42]1.[CH3:1][O:2][C:3](=[O:4])[CH:5]1[CH2:6][O:7][CH2:8][CH2:9][CH:10]1[N:11]([S:12](=[O:13])(=[O:14])[c:15]1[cH:16][cH:17][c:18]([O:21][CH2:22][c:23]2[cH:24][c:25]([CH3:33])[n:26][c:27]3[cH:28][cH:29][cH:30][cH:31][c:32]23)[cH:19][cH:20]1)[CH3:34].[CH3:43][OH:44].[CH3:46][CH2:47][O:48][C:49](=[O:50])[CH3:51].[ClH:37].[Li+:35].[OH-:36].[OH2:45]>>[O:2]=[C:3]([OH:4])[CH:5]1[CH2:6][O:7][CH2:8][CH2:9][CH:10]1[N:11]([S:12](=[O:13])(=[O:14])[c:15]1[cH:16][cH:17][c:18]([O:21][CH2:22][c:23]2[cH:24][c:25]([CH3:33])[n:26][c:27]3[cH:28][cH:29][cH:30][cH:31][c:32]23)[cH:19][cH:20]1)[CH3:34]. Starting materials: C1(CCCCCCC1)NC([C@H]1N(CCC1)C([C@@H](NC(=O)OCC1=CC=CC=C1)C)=O)=O (N-benzyloxycarbonyl-L-alanyl-L-proline cyclooctylamide), C(CC)(=O)OC(CC)=O (propionic anhydride). The solvent is CCOCC (ether), petroleum ether, CCOCC (ether), 4-N, Br (hydrogen bromide), C(C)(=O)O (acetic acid), C(Cl)(Cl)Cl (chloroform). Run at time 1 hour. Product: C1(CCCCCCC1)NC([C@H]1N(CCC1)C([C@@H](NC(CC)=O)C)=O)=O (N-propionyl-L-alanyl-L-proline cyclooctylamide). Yield: 54.5%. As a reaction SMILES: [CH:1]1([NH:9][C:10](=[O:31])[C@@H:11]2[CH2:15][CH2:14][CH2:13][N:12]2[C:16](=[O:30])[C@H:17]([CH3:29])[NH:18][C:19]([O:21]CC2C=CC=CC=2)=O)[CH2:8][CH2:7][CH2:6][CH2:5][CH2:4][CH2:3][CH2:2]1.[C:32](OC(=O)CC)(=O)[CH2:33]C>Br.C(O)(=O)C.C(Cl)(Cl)Cl.CCOCC>[CH:1]1([NH:9][C:10](=[O:31])[C@@H:11]2[CH2:15][CH2:14][CH2:13][N:12]2[C:16](=[O:30])[C@H:17]([CH3:29])[NH:18][C:19](=[O:21])[CH2:32][CH3:33])[CH2:2][CH2:3][CH2:4][CH2:5][CH2:6][CH2:7][CH2:8]1. Procedure details: 2 g (0.0047 mol) of N-benzyloxycarbonyl-L-alanyl-L-proline cyclooctylamide were dissolved in 10 ml of 4-N hydrogen bromide in acetic acid and the solution was stirred at room temperature for 1 hour. 100 ml of anhydrous ether were added and an oil precipitated out of the solution. The ether layer was decanted off and the oil washed with 100 ml of anhydrous ether. The ether layer was again decanted off and the oil dissolved in 30 ml of dry pyridine. 1.2 g (0.0094 mol) of propionic anhydride were a... Product: COC(=O)C=C(N)c1cccs1. RXN SMILES: [CH3:17][OH:18].[CH:13]([O-:14])=[O:15].[NH4+:16].[c:1]1([C:6](=[O:7])[CH2:8][C:9](=[O:10])[O:11][CH3:12])[cH:2][cH:3][cH:4][s:5]1>>[c:1]1([C:6](=[CH:8][C:9](=[O:10])[O:11][CH3:12])[NH2:16])[cH:2][cH:3][cH:4][s:5]1. Starting materials: CO, O=C[O-], [NH4+], COC(=O)CC(=O)c1cccs1. Reactants: [BH3-]C#N, CC(=O)O, CNC1CN(Cc2ccccc2)CC1c1ccc(Cl)c(F)c1, CO, O=Cc1ccc(C(F)(F)F)c(F)c1, [Na+]. Yields the product CN(Cc1ccc(C(F)(F)F)c(F)c1)C1CN(Cc2ccccc2)CC1c1ccc(Cl)c(F)c1. RXN SMILES: [C:36]([BH3-:37])#[N:38].[C:42]([OH:43])(=[O:44])[CH3:45].[CH2:1]([c:2]1[cH:3][cH:4][cH:5][cH:6][cH:7]1)[N:8]1[CH2:9][CH:10]([NH:21][CH3:22])[CH:11]([c:13]2[cH:14][c:15]([F:20])[c:16]([Cl:19])[cH:17][cH:18]2)[CH2:12]1.[CH3:40][OH:41].[F:23][c:24]1[cH:25][c:26]([CH:27]=[O:28])[cH:29][cH:30][c:31]1[C:32]([F:33])([F:34])[F:35].[Na+:39]>>[CH2:1]([c:2]1[cH:3][cH:4][cH:5][cH:6][cH:7]1)[N:8]1[CH2:9][CH:10]([N:21]([CH3:22])[CH2:27][c:26]2[cH:25][c:24]([F:23])[c:31]([C:32]([F:33])([F:34])[F:35])[cH:30][cH:29]2)[CH:11]([c:13]2[cH:14][c:15]([F:20])[c:16]([Cl:19])[cH:17][cH:18]2)[CH2:12]1.